Task: describe an organic reaction: reactants, conditions, products, and yield. Dataset: the Open Reaction Database (ORD), a public repository of structured organic reaction records Reactants: [BH3-]C#N, C=O, CC(=O)O, CO, [Na+], N#CC1=C(C2CCNCC2)Nc2n[nH]cc2C1c1cccc2nonc12. Yields the product CN1CCC(C2=C(C#N)C(c3cccc4nonc34)c3c[nH]nc3N2)CC1. As a reaction SMILES: [C:29]([BH3-:30])#[N:31].[CH2:27]=[O:28].[CH3:33][C:34](=[O:35])[OH:36].[CH3:37][OH:38].[Na+:32].[n:1]1[o:2][n:3][c:4]2[c:5]1[cH:6][cH:7][cH:8][c:9]2[CH:10]1[c:11]2[c:12]([n:24][nH:25][cH:26]2)[NH:13][C:14]([CH:18]2[CH2:19][CH2:20][NH:21][CH2:22][CH2:23]2)=[C:15]1[C:16]#[N:17]>>[n:1]1[o:2][n:3][c:4]2[c:5]1[cH:6][cH:7][cH:8][c:9]2[CH:10]1[c:11]2[c:12]([n:24][nH:25][cH:26]2)[NH:13][C:14]([CH:18]2[CH2:19][CH2:20][N:21]([CH3:29])[CH2:22][CH2:23]2)=[C:15]1[C:16]#[N:17].